Dataset: the Open Reaction Database (ORD), a public repository of structured organic reaction records. Task: describe an organic reaction: reactants, conditions, products, and yield Starting materials: Cl.NC1=C(C=CC2=CC=CC=C12)O (1-aminonaphthalen-2-ol hydrogen chloride), FC1=C(C(=O)CC(=O)OCC)C=C(C(=C1F)F)F (ethyl 2,3,4,5-tetrafluorobenzoylacetate), C(C)OC(OCC)OCC (triethylorthoformate), C(C)(=O)OC(C)=O (acetic anhydride), FC1=C(C(=O)CC(=O)OCC)C=C(C(=C1F)F)F (Ethyl 2,3,4,5-tetrafluorobenzoylacetate), CC(=O)OCC1=C2C=CC=CC2=C(C3=CC=CC=C31)COC(=O)C (acetic), aminonaphthols. The solvent is N1=CC=CC=C1 (pyridine), ClCCl (dichloromethane), N1=CC=CC=C1 (pyridine), ClCCl (dichloromethane). Reaction conditions: temperature 130 celsius, time 4 hour. The product is OC1=C(C2=CC=CC=C2C=C1)NC=C(C(=O)OCC)C(=O)C1=C(C(=C(C(=C1)F)F)F)F (Ethyl 3-((2-Hydroxynaphthyl)amino)-2-((2,3,4,5-tetrafluorophenyl)carbonyl)prop-2-enoate). Isolated yield 93.0%. Reaction SMILES: [F:1][C:2]1[C:15]([F:16])=[C:14]([F:17])[C:13]([F:18])=[CH:12][C:3]=1[C:4]([CH2:6][C:7]([O:9][CH2:10][CH3:11])=[O:8])=[O:5].[CH3:19]C(OCC1C2C(=CC=CC=2)C(COC(C)=O)=C2C=1C=CC=C2)=O.C(OC(OCC)OCC)C.C(OC(=O)C)(=O)C.Cl.[NH2:61][C:62]1[C:71]2[C:66](=[CH:67][CH:68]=[CH:69][CH:70]=2)[CH:65]=[CH:64][C:63]=1[OH:72]>ClCCl.N1C=CC=CC=1>[OH:72][C:63]1[CH:64]=[CH:65][C:66]2[C:71](=[CH:70][CH:69]=[CH:68][CH:67]=2)[C:62]=1[NH:61][CH:19]=[C:6]([C:4]([C:3]1[CH:12]=[C:13]([F:18])[C:14]([F:17])=[C:15]([F:16])[C:2]=1[F:1])=[O:5])[C:7]([O:9][CH2:10][CH3:11])=[O:8] |f:4.5|. Procedure details: Ethyl 2,3,4,5-tetrafluorobenzoylacetate was treated with triethyl orthofomate and acetic anhydrate, then with different aminonaphthols in the presence of pyridine to generate an aminoketoacid. The solution of ethyl 2,3,4,5-tetrafluorobenzoylacetate (1.10 g, 4.18 mmol) in triethylorthoformate (1 ml, 6.06 mmol) and acetic anhydride (1.8 ml, 19 mmol) was heated and stirred at 130° C. for 4 h. During the process, the formed ethyl acetate was removed. The mixture was then distilled under vacuum to yi... The reactants are ClC1=CC=C(C=C1)C1=NN(C(N1CC(C(F)(F)F)O)=O)CC1=CC=C(C(=O)O)C=C1 (4-{[3-(4-Chlorophenyl)-5-oxo-4-(3,3,3-trifluoro-2-hydroxypropyl)-4,5-dihydro-1H-1,2,4-triazol-1-yl]methyl}benzoic acid), ClC1=CC=C(C=C1)C1=NN(C(N1CC(C(F)(F)F)O)=O)CC=1C=C(C(=O)OC)C=CC1 (Methyl 3-{[3-(4-chlorophenyl)-5-oxo-4-(3,3,3-trifluoro-2-hydroxypropyl)-4,5-dihydro-1H-1,2,4-triazol-1-yl]methyl}benzoate). Product: ClC1=CC=C(C=C1)C1=NN(C(N1CC(C(F)(F)F)O)=O)CC=1C=C(C(=O)O)C=CC1 (3-{[3-(4-Chlorophenyl)-5-oxo-4-(3,3,3-trifluoro-2-hydroxypropyl)-4,5-dihydro-1H-1,2,4-triazol-1-yl]methyl}benzoic acid). RXN SMILES: ClC1C=CC(C2N(CC(O)C(F)(F)F)C(=O)N(CC3C=CC(C(O)=O)=CC=3)N=2)=CC=1.[Cl:31][C:32]1[CH:37]=[CH:36][C:35]([C:38]2[N:42]([CH2:43][CH:44]([OH:49])[C:45]([F:48])([F:47])[F:46])[C:41](=[O:50])[N:40]([CH2:51][C:52]3[CH:53]=[C:54]([CH:59]=[CH:60][CH:61]=3)[C:55]([O:57]C)=[O:56])[N:39]=2)=[CH:34][CH:33]=1>>[Cl:31][C:32]1[CH:33]=[CH:34][C:35]([C:38]2[N:42]([CH2:43][CH:44]([OH:49])[C:45]([F:47])([F:46])[F:48])[C:41](=[O:50])[N:40]([CH2:51][C:52]3[CH:53]=[C:54]([CH:59]=[CH:60][CH:61]=3)[C:55]([OH:57])=[O:56])[N:39]=2)=[CH:36][CH:37]=1. Reported procedure: In the same way as for the compound from Example 28A, 265 mg (0.58 mmol) of the compound from Example 25A were reacted. This gave 250 mg (97% of theory) of the target compound. Reactants: C=CCOC(=O)N(CC(=O)OCC)C(c1ccccc1)c1ccc(Cl)cc1, C1CCOC1, CO, [Li+], [OH-], O, O. Product: C=CCOC(=O)N(CC(=O)O)C(c1ccccc1)c1ccc(Cl)cc1. Reaction SMILES: [CH2:1]([CH3:2])[O:3][C:4]([CH2:5][N:6]([CH:7]([c:8]1[cH:9][cH:10][cH:11][cH:12][cH:13]1)[c:14]1[cH:15][cH:16][c:17]([Cl:20])[cH:18][cH:19]1)[C:21](=[O:22])[O:23][CH2:24][CH:25]=[CH2:26])=[O:27].[CH2:34]1[O:35][CH2:36][CH2:37][CH2:38]1.[CH3:29][OH:30].[Li+:33].[OH-:32].[OH2:28].[OH2:31]>>[O:3]=[C:4]([CH2:5][N:6]([CH:7]([c:8]1[cH:9][cH:10][cH:11][cH:12][cH:13]1)[c:14]1[cH:15][cH:16][c:17]([Cl:20])[cH:18][cH:19]1)[C:21](=[O:22])[O:23][CH2:24][CH:25]=[CH2:26])[OH:27].